Dataset: the Open Reaction Database (ORD), a public repository of structured organic reaction records. Task: describe an organic reaction: reactants, conditions, products, and yield Starting materials: CCN1CCN(c2ccc([N+](=O)[O-])nc2)CC1, CCO. The product is CCN1CCN(c2ccc(N)nc2)CC1. RXN SMILES: [CH2:1]([CH3:2])[N:3]1[CH2:4][CH2:5][N:6]([c:9]2[cH:10][n:11][c:12]([N+:15]([O-:16])=[O:17])[cH:13][cH:14]2)[CH2:7][CH2:8]1.[CH3:18][CH2:19][OH:20]>>[CH2:1]([CH3:2])[N:3]1[CH2:4][CH2:5][N:6]([c:9]2[cH:10][n:11][c:12]([NH2:15])[cH:13][cH:14]2)[CH2:7][CH2:8]1.